From a dataset of the Open Reaction Database (ORD), a public repository of structured organic reaction records. describe an organic reaction: reactants, conditions, products, and yield Reactants: ClC1=C(C#N)C(=CC(=N1)NC1=NNC(=C1)C)C (2-chloro-6-(5-methyl-1H-pyrazol-3-ylamino)-4-methylnicotinonitrile), N1=CC=C(C=C1)OCCN (2-(pyridin-4-yloxy)ethylamine), C(O)([O-])=O.[Na+] (sodium hydrogencarbonate), CS(=O)C (DMSO). Run in O (water). Conditions: temperature 100 celsius, time 27 hour. Yields the product N1=CC=C(C=C1)OCCNC1=C(C#N)C(=CC(=N1)NC1=NNC(=C1)C)C (2-(2-(pyridin-4-yloxy)ethylamino)-6-(5-methyl-1H-pyrazol-3-ylamino)-4-methylnicotinonitrile). Reaction SMILES: Cl[C:2]1[N:9]=[C:8]([NH:10][C:11]2[CH:15]=[C:14]([CH3:16])[NH:13][N:12]=2)[CH:7]=[C:6]([CH3:17])[C:3]=1[C:4]#[N:5].[N:18]1[CH:23]=[CH:22][C:21]([O:24][CH2:25][CH2:26][NH2:27])=[CH:20][CH:19]=1.C(=O)([O-])O.[Na+].CS(C)=O>O>[N:18]1[CH:23]=[CH:22][C:21]([O:24][CH2:25][CH2:26][NH:27][C:2]2[N:9]=[C:8]([NH:10][C:11]3[CH:15]=[C:14]([CH3:16])[NH:13][N:12]=3)[CH:7]=[C:6]([CH3:17])[C:3]=2[C:4]#[N:5])=[CH:20][CH:19]=1 |f:2.3|. Reported procedure: Compound A (400 mg, 1.63 mmol), 2-(pyridin-4-yloxy)ethylamine (540 μl) and sodium hydrogencarbonate (1.32 g) were added to DMSO (12 ml), and the mixture was stirred at 100° C. for 27 hr. After stirring, the reaction mixture was added to cold water, and the mixture was extracted with ethyl acetate. The organic layer was washed with saturated brine, and concentrated, and the residue was washed by suspending in ethyl acetate to give the object compound of 2-(2-(pyridin-4-yloxy)ethylamino)-6-(5-meth... The reactants are COC(C1=CC=C(C=C1)C#N)=O (methyl-4-cyanobenzoate), P(=S)(SCC)(OCC)[O-] (diethyl dithiophosphate). The solvent is O (water). Reaction conditions: temperature 80 celsius, time 8 hour. The product is NC(=S)C1=CC=C(C(=O)OC)C=C1 (methyl 4-(aminocarbonothioyl)benzoate). Yield: 78.3%. As a reaction SMILES: [CH3:1][O:2][C:3](=[O:12])[C:4]1[CH:9]=[CH:8][C:7]([C:10]#[N:11])=[CH:6][CH:5]=1.P([O-])(OCC)(SCC)=[S:14]>O>[NH2:11][C:10]([C:7]1[CH:8]=[CH:9][C:4]([C:3]([O:2][CH3:1])=[O:12])=[CH:5][CH:6]=1)=[S:14]. Reported procedure: A mixture of methyl-4-cyanobenzoate (5.0 g, 0.031 mol) and diethyl dithiophosphate (11.5 g, 0.062 mol) in water (100 mL) was stirred overnight at 80° C. under a nitrogen atmosphere. The reaction mixture was allowed to cool to ambient temperatures and the solid was filtered and washed with water (100 mL). The solid was then dried in vacuo at 40° C. to give the crude product (4.74 g, 78%). The product is C(C)(=O)NC1CC2=CC=C(C=C2CC1)OC (2-Acetylamino-6-methoxy-1,2,3,4-tetrahydronaphthalene). Conditions: temperature 15 celsius. Reactants: Cl.NC1CC2=CC=C(C=C2CC1)OC (2-Amino-6-methoxy-1,2,3,4-tetrahydronaphthalene hydrochloride), C(C)(=O)OC(C)=O (acetic anhydride). Reported procedure: 2-Amino-6-methoxy-1,2,3,4-tetrahydronaphthalene hydrochloride is dissolved in a mixture of water and methylene chloride, and 10 N sodium hydroxide solution is added thereto until the pH is 12. 1.5 equivalents of acetic anhydride are then added, the pH being kept between 10 and 12 with 10 N sodium hydroxide solution, and the mixture being cooled to about 15° C. The pH is then brought to between 7 and 8 and the organic phase is separated off, dried and evaporated. When recrystallised from petroleu... Run in O (water), C(Cl)Cl (methylene chloride), [OH-].[Na+] (sodium hydroxide), [OH-].[Na+] (sodium hydroxide). Reaction SMILES: Cl.[NH2:2][CH:3]1[CH2:12][CH2:11][C:10]2[C:5](=[CH:6][CH:7]=[C:8]([O:13][CH3:14])[CH:9]=2)[CH2:4]1.[C:15](OC(=O)C)(=[O:17])[CH3:16]>O.C(Cl)Cl.[OH-].[Na+]>[C:15]([NH:2][CH:3]1[CH2:12][CH2:11][C:10]2[C:5](=[CH:6][CH:7]=[C:8]([O:13][CH3:14])[CH:9]=2)[CH2:4]1)(=[O:17])[CH3:16] |f:0.1,5.6|.